This data is from the Open Reaction Database (ORD), a public repository of structured organic reaction records. The task is: describe an organic reaction: reactants, conditions, products, and yield Procedure details: tert-Butyl 2-(4-(2,3-diphenyl-7,8-dihydropyrido[2,3-b]pyrazin-5(6H)-yl)butoxy)acetate (step 4)(20 mg, 0.042 mmol) in DCM (0.5 ml) was treated with TFA (0.5 ml, 6.49 mmol) and stirred at RT for 1 h. The solvent was removed in vacuo and the crude product was dissolved in DCM (with <10% MeOH) and basified with saturated sodium bicarbonate solution. The organic portion was separated and the aqueous was extracted with 10% MeOH/DCM. The combined organic extracts were washed with brine, dried (Na2SO4),... Reaction conditions: time 1 hour. As a reaction SMILES: [C:1]1([C:7]2[N:8]=[C:9]3[CH2:22][CH2:21][CH2:20][N:19]([CH2:23][CH2:24][CH2:25][CH2:26][O:27][CH2:28][C:29]([O:31]C(C)(C)C)=[O:30])[C:10]3=[N:11][C:12]=2[C:13]2[CH:18]=[CH:17][CH:16]=[CH:15][CH:14]=2)[CH:6]=[CH:5][CH:4]=[CH:3][CH:2]=1.C(O)(C(F)(F)F)=O>C(Cl)Cl>[C:1]1([C:7]2[N:8]=[C:9]3[CH2:22][CH2:21][CH2:20][N:19]([CH2:23][CH2:24][CH2:25][CH2:26][O:27][CH2:28][C:29]([OH:31])=[O:30])[C:10]3=[N:11][C:12]=2[C:13]2[CH:18]=[CH:17][CH:16]=[CH:15][CH:14]=2)[CH:2]=[CH:3][CH:4]=[CH:5][CH:6]=1. Solvent: C(Cl)Cl (DCM). The reactants are C1(=CC=CC=C1)C=1N=C2C(=NC1C1=CC=CC=C1)N(CCC2)CCCCOCC(=O)OC(C)(C)C (tert-Butyl 2-(4-(2,3-diphenyl-7,8-dihydropyrido[2,3-b]pyrazin-5(6H)-yl)butoxy)acetate), C(=O)(C(F)(F)F)O (TFA). Product: C1(=CC=CC=C1)C=1N=C2C(=NC1C1=CC=CC=C1)N(CCC2)CCCCOCC(=O)O (2-(4-(2,3-Diphenyl-7,8-dihydropyrido[2,3-b]pyrazin-5(6H)-yl)butoxy)acetic acid).